Task: describe an organic reaction: reactants, conditions, products, and yield. Dataset: the Open Reaction Database (ORD), a public repository of structured organic reaction records The reactants are C1(=CC=CC=C1)C=1NC(NC1C1=CC=CC=C1)=O (2,3-dihydro-4,5-diphenyl-1H-imidazol-2-one), BrCC=1C=C(C#N)C=CC1 (3-(bromomethyl)benzonitrile), [H-].[Na+] (sodium hydride). Run in CN(C=O)C (dimethylformamide). Yields the product C1(=CC=CC=C1)C=1NC(N(C1C1=CC=CC=C1)CC=1C=C(C#N)C=CC1)=O (3-[(2,3-dihydro-4,5-diphenyl-2-oxo-1H-imidazol-1-yl)methyl]benzonitrile). RXN SMILES: [C:1]1([C:7]2[NH:8][C:9](=[O:18])[NH:10][C:11]=2[C:12]2[CH:17]=[CH:16][CH:15]=[CH:14][CH:13]=2)[CH:6]=[CH:5][CH:4]=[CH:3][CH:2]=1.Br[CH2:20][C:21]1[CH:22]=[C:23]([CH:26]=[CH:27][CH:28]=1)[C:24]#[N:25].[H-].[Na+]>CN(C)C=O>[C:1]1([C:7]2[NH:8][C:9](=[O:18])[N:10]([CH2:20][C:21]3[CH:22]=[C:23]([CH:26]=[CH:27][CH:28]=3)[C:24]#[N:25])[C:11]=2[C:12]2[CH:13]=[CH:14][CH:15]=[CH:16][CH:17]=2)[CH:2]=[CH:3][CH:4]=[CH:5][CH:6]=1 |f:2.3|. Reported procedure: In a manner similar to Preparation 1 above, 2,3-dihydro-4,5-diphenyl-1H-imidazol-2-one (1.2 g, 5 mmol) was reacted with 3-(bromomethyl)benzonitrile (0.39 g, 2 mmol) and sodium hydride (0.18 g, 5 mmol) in dimethylformamide (20 mL) to give 3-[(2,3-dihydro-4,5-diphenyl-2-oxo-1H-imidazol-1-yl)methyl]benzonitrile after chromatography on silica; NMR (DMSO-d6) 11.02 (s,1), 7.4 (m,4), 7.3 (m,2), 7.2 (m,7), 4.75 (s,2) ppm. Reactants: ClCC=1N=C2N(C(C1)=O)C=CC=C2 (2-(chloromethyl)-4H-pyrido[1,2-a]pyrimidin-4-one), IN1C(CCC1=O)=O (N-iodosuccinimide). Run in C(C)#N (acetonitrile). Conditions: temperature 80 celsius, time 16 hour. The product is ClCC=1N=C2N(C(C1I)=O)C=CC=C2 (2-(chloromethyl)-3-iodo-4H-pyrido[1,2-a]pyrimidin-4-one). The yield is 82.6%. Reaction SMILES: [Cl:1][CH2:2][C:3]1[N:4]=[C:5]2[CH:13]=[CH:12][CH:11]=[CH:10][N:6]2[C:7](=[O:9])[CH:8]=1.[I:14]N1C(=O)CCC1=O>C(#N)C>[Cl:1][CH2:2][C:3]1[N:4]=[C:5]2[CH:13]=[CH:12][CH:11]=[CH:10][N:6]2[C:7](=[O:9])[C:8]=1[I:14]. Procedure: A mixture of 21.9 g (112.5 mmol) of the product from Step 1 (11) and 38.9 g (168.8 mmol) of N-iodosuccinimide in 660 mL of acetonitrile was stirred at 80° C. under nitrogen for 16 hours. The reaction mixture was then allowed to cool to ambient temperature and the acetonitrile was removed in vacuo. The resulting solid was washed with water, saturated Na2O3S2, saturated NaHCO3, and brine, and then filtered. Drying under reduced pressure at 40° C. overnight yielded 29.8 g (92.9 mmol, 83%) of 2-(chl... The reactants are CCO, Cl, [Na+], [OH-], COC(=O)c1ccc(NC(=O)c2ccccc2-c2ccccc2)cc1. The product is O=C(O)c1ccc(NC(=O)c2ccccc2-c2ccccc2)cc1. Reaction SMILES: [CH2:27]([OH:28])[CH3:29].[ClH:26].[Na+:31].[OH-:30].[c:1]1(-[c:20]2[cH:21][cH:22][cH:23][cH:24][cH:25]2)[c:2]([C:7](=[O:8])[NH:9][c:10]2[cH:11][cH:12][c:13]([C:14](=[O:15])[O:16][CH3:17])[cH:18][cH:19]2)[cH:3][cH:4][cH:5][cH:6]1>>[c:1]1(-[c:20]2[cH:21][cH:22][cH:23][cH:24][cH:25]2)[c:2]([C:7](=[O:8])[NH:9][c:10]2[cH:11][cH:12][c:13]([C:14](=[O:15])[OH:16])[cH:18][cH:19]2)[cH:3][cH:4][cH:5][cH:6]1. Starting materials: C1(CCCCC1)OC=1C=C(NC2=CC(CC2)=O)C=CC1OC (3-(3-cyclohexyloxy-4-methoxyanilino)-2-cyclopenten-1-one), C(C1=CC=CC=C1)Br (benzyl bromide). Product: C(C1=CC=CC=C1)N(C1=CC(=C(C=C1)OC)OC1CCCCC1)C1=CC(CC1)=O (3-(N-benzyl-3-cyclohexyloxy-4-methoxyanilino)-2-cyclopenten-1-one). The yield is 89.4%. As a reaction SMILES: [CH:1]1([O:7][C:8]2[CH:9]=[C:10]([CH:18]=[CH:19][C:20]=2[O:21][CH3:22])[NH:11][C:12]2[CH2:16][CH2:15][C:14](=[O:17])[CH:13]=2)[CH2:6][CH2:5][CH2:4][CH2:3][CH2:2]1.[CH2:23](Br)[C:24]1[CH:29]=[CH:28][CH:27]=[CH:26][CH:25]=1>>[CH2:23]([N:11]([C:12]1[CH2:16][CH2:15][C:14](=[O:17])[CH:13]=1)[C:10]1[CH:18]=[CH:19][C:20]([O:21][CH3:22])=[C:8]([O:7][CH:1]2[CH2:2][CH2:3][CH2:4][CH2:5][CH2:6]2)[CH:9]=1)[C:24]1[CH:29]=[CH:28][CH:27]=[CH:26][CH:25]=1. Reported procedure: According to the same procedure as in Example 26, using 3-(3-cyclohexyloxy-4-methoxyanilino)-2-cyclopenten-1-one produced in Example 13(3) instead of 3-(3-cyclopentyloxy-4-methoxyanilino)-2-cyclopenten-1-one, and using benzyl bromide instead of methyl iodide, the title compound (yield 89.4%) was obtained as a yellow oil. Reactants: CCCC[P+](CCCC)(CCCC)CCCC, [Cl-], ClCc1ccccc1, Cl[SiH](Cl)Cl. Yields the product Cl[Si](Cl)(Cl)Cc1ccccc1. As a reaction SMILES: [CH2:14]([P+:15]([CH2:16][CH2:17][CH2:18][CH3:19])([CH2:20][CH2:21][CH2:22][CH3:23])[CH2:24][CH2:25][CH2:26][CH3:27])[CH2:28][CH2:29][CH3:30].[Cl-:13].[Cl:1][CH2:2][c:3]1[cH:4][cH:5][cH:6][cH:7][cH:8]1.[Cl:9][SiH:10]([Cl:11])[Cl:12]>>[CH2:2]([c:3]1[cH:4][cH:5][cH:6][cH:7][cH:8]1)[Si:10]([Cl:9])([Cl:11])[Cl:12]. Starting materials: CC(=C1C(=O)OC(C)(C)OC1=O)C1CC1, N#C[K]. Product: CC1(C)OC(=O)C(C(C)(C#N)C2CC2)C(=O)O1. Reaction SMILES: [CH:1]1([C:4]([CH3:5])=[C:6]2[C:7](=[O:15])[O:8][C:9]([CH3:13])([CH3:14])[O:10][C:11]2=[O:12])[CH2:2][CH2:3]1.[K:16][C:17]#[N:18]>>[CH:1]1([C:4]([CH3:5])([CH:6]2[C:7](=[O:15])[O:8][C:9]([CH3:13])([CH3:14])[O:10][C:11]2=[O:12])[C:17]#[N:18])[CH2:2][CH2:3]1.